This data is from the Open Reaction Database (ORD), a public repository of structured organic reaction records. The task is: describe an organic reaction: reactants, conditions, products, and yield Reactants: C(C1=CC=CC=C1)(C1=CC=CC=C1)N1CC(C1)(C)OS(=O)(=O)C (1-benzhydryl-3-methane-sulphonyloxy-3-methylazetidine), C1(CC1)N (cyclopropylamine). Yields the product C(C1=CC=CC=C1)(C1=CC=CC=C1)N1CC(C1)(C)NC1CC1 (1-benzhydryl-3-cyclopropylamino-3-methylazetidine). Procedure: A suspension of 16.6 g of 1-benzhydryl-3-methane-sulphonyloxy-3-methylazetidine and 28.84 g of of cyclopropylamine in 250 cm3 of ethanol is stirred for 96 hours at approximately 20° C. The reaction mixture is concentrated under reduced pressure (20 kPa) at approximately 30° C. The dry extract is taken up with 50 cm3 of water and 8.8 g of methanesulphonic acid. The aqueous phase is washed with 3 times 25 cm3 of dichloromethane, treated with 12 cm3 of 35% aqueous sodium hydroxide and extracted wit... Run at temperature 20 celsius, time 96 hour. As a reaction SMILES: [CH:1]([N:14]1[CH2:17][C:16](OS(C)(=O)=O)([CH3:18])[CH2:15]1)([C:8]1[CH:13]=[CH:12][CH:11]=[CH:10][CH:9]=1)[C:2]1[CH:7]=[CH:6][CH:5]=[CH:4][CH:3]=1.[CH:24]1([NH2:27])[CH2:26][CH2:25]1>C(O)C>[CH:1]([N:14]1[CH2:17][C:16]([NH:27][CH:24]2[CH2:26][CH2:25]2)([CH3:18])[CH2:15]1)([C:8]1[CH:13]=[CH:12][CH:11]=[CH:10][CH:9]=1)[C:2]1[CH:7]=[CH:6][CH:5]=[CH:4][CH:3]=1. Solvent: C(C)O (ethanol). Reactants: [N+](=O)([O-])C1=CC=C(C(=O)OC(C#C[Si](C(C)C)(C(C)C)C(C)C)(C(F)(F)F)C2CC2)C=C1 (1-cyclopropyl-1-(trifluoromethyl)-3-(triisopropylsilyl)prop-2-yn-1-yl 4-nitrobenzoate), [F-].C(CCC)[N+](CCCC)(CCCC)CCCC (tetrabutylammonium fluoride). Solvent: O (H2O), C1CCOC1 (THF), C1CCOC1 (THF). Yields the product [N+](=O)([O-])C1=CC=C(C(=O)OC(C#C)(C(F)(F)F)C2CC2)C=C1 (1-Cyclopropyl-1-(trifluoromethyl)prop-2-yn-1-yl 4-nitrobenzoate). Reaction SMILES: [N+:1]([C:4]1[CH:32]=[CH:31][C:7]([C:8]([O:10][C:11]([CH:28]2[CH2:30][CH2:29]2)([C:24]([F:27])([F:26])[F:25])[C:12]#[C:13][Si](C(C)C)(C(C)C)C(C)C)=[O:9])=[CH:6][CH:5]=1)([O-:3])=[O:2].[F-].C([N+](CCCC)(CCCC)CCCC)CCC>C1COCC1.O>[N+:1]([C:4]1[CH:5]=[CH:6][C:7]([C:8]([O:10][C:11]([CH:28]2[CH2:29][CH2:30]2)([C:24]([F:25])([F:26])[F:27])[C:12]#[CH:13])=[O:9])=[CH:31][CH:32]=1)([O-:3])=[O:2] |f:1.2|. Reported procedure: To a solution of crude 1-cyclopropyl-1-(trifluoromethyl)-3-(triisopropylsilyl)prop-2-yn-1-yl 4-nitrobenzoate from Step 3 (˜8.14 mmol) in THF (30 mL) at room temperature was added a THF solution of tetrabutylammonium fluoride (1.0 M, 9.77 mL, 9.77 mmol). After 1.5 h the reaction mixture was poured in H2O and extracted with EtOAc (3×). The combined organic layers were washed with H2O and brine, dried (Na2SO4) and concentrated. The residue was subjected to chromatography on silica gel (toluene/hexa... The reactants are C(C1=CC=CC=C1)OC(=O)N1[C@@H](CCC1)C(NC1=CC(=CC=C1)B1OC(C(O1)(C)C)(C)C)=O ((S)-2-[3-(4,4,5,5-Tetramethyl-[1,3,2]dioxaborolan-2-yl)-phenylcarbamoyl]-pyrrolidine-1-carboxylic acid benzyl ester), BrC1=CC=C2C=CNC2=C1 (6-Bromo-1H-indole), Pd[P(Ph)3]4, C(=O)(O)[O-].[Na+] (NaHCO3), CN(C)C=O (DMF). Run in CO (methanol). Reaction conditions: temperature 70 celsius. The product is C(C1=CC=CC=C1)OC(=O)N1[C@@H](CCC1)C(NC1=CC(=CC=C1)C1=CC=C2C=CNC2=C1)=O ((S)-2-[3-(1H-Indol-6-yl)-phenylcarbamoyl]-pyrrolidine-1-carboxylic acid benzyl ester). As a reaction SMILES: [CH2:1]([O:8][C:9]([N:11]1[CH2:15][CH2:14][CH2:13][C@H:12]1[C:16](=[O:33])[NH:17][C:18]1[CH:23]=[CH:22][CH:21]=[C:20](B2OC(C)(C)C(C)(C)O2)[CH:19]=1)=[O:10])[C:2]1[CH:7]=[CH:6][CH:5]=[CH:4][CH:3]=1.Br[C:35]1[CH:43]=[C:42]2[C:38]([CH:39]=[CH:40][NH:41]2)=[CH:37][CH:36]=1.C([O-])(O)=O.[Na+].CN(C=O)C>CO>[CH2:1]([O:8][C:9]([N:11]1[CH2:15][CH2:14][CH2:13][C@H:12]1[C:16](=[O:33])[NH:17][C:18]1[CH:23]=[CH:22][CH:21]=[C:20]([C:35]2[CH:43]=[C:42]3[C:38]([CH:39]=[CH:40][NH:41]3)=[CH:37][CH:36]=2)[CH:19]=1)=[O:10])[C:2]1[CH:3]=[CH:4][CH:5]=[CH:6][CH:7]=1 |f:2.3|. Reported procedure: A solution of (S)-2-[3-(4,4,5,5-Tetramethyl-[1,3,2]dioxaborolan-2-yl)-phenylcarbamoyl]-pyrrolidine-1-carboxylic acid benzyl ester (90 mg, 0.2 mmol), 6-Bromo-1H-indole (1 eq., 49 mg), Pd[P(Ph)3]4 (5 mol %, 10 mg), in methanol (4 mL), NaHCO3 (sat. aq., 600 uL) and DMF (800 uL) was degassed and heated to 70° C. overnight in a sealed vial. The reaction was cooled, filtered and the solvents removed. The resulting mixture was redissolved in 5 ml of 90% DMF, 10% water with 0.1% TFA and purified by reve... Reactants: C1(=C(C(=CC=C1)C=O)C)C (xylene-formaldehyde), Cl (hydrochloric acid), 30, C(C)(CC)C1=CC=C(C=C1)O (p-sec-butylphenol). Run at temperature 100 celsius. Product: 124, C(C)(CC)C1=CC=C(C=C1)O.C1(=C(C(=CC=C1)C=O)C)C (p-sec-butylphenol xylene-formaldehyde). RXN SMILES: [CH:1]([C:5]1[CH:10]=[CH:9][C:8]([OH:11])=[CH:7][CH:6]=1)([CH2:3][CH3:4])[CH3:2].[C:12]1([CH3:21])[CH:17]=[CH:16][CH:15]=[C:14]([CH:18]=[O:19])[C:13]=1[CH3:20].Cl>>[CH:1]([C:5]1[CH:6]=[CH:7][C:8]([OH:11])=[CH:9][CH:10]=1)([CH2:3][CH3:4])[CH3:2].[C:12]1([CH3:21])[CH:17]=[CH:16][CH:15]=[C:14]([CH:18]=[O:19])[C:13]=1[CH3:20] |f:3.4|. Procedure: A mixture composed of 30 parts of p-sec-butylphenol, 100 parts of xylene-formaldehyde resin (Nikanol-H made by Mitsubishi Gas Chemical Co., Ltd.), and 1 part of conc. hydrochloric acid (35%) was heated at 100° C. for 6 hours. The reaction produce was washed with hot water to remove hydrochloric acid and freed of water by distillation under reduced pressure. Thus, there was obtained 124 parts of p-sec-butylphenol-xylene-formaldehyde resin. Reactants: COC(C1=C(C=C(C=C1Cl)N)Cl)=O (4-Amino-2,6-dichlorobenzoic acid methyl ester), N(=O)[O-].[Na+] (NaNO2), Br (HBr). Reagents/catalysts: [Cu] (Copper). The solvent is O (water). Reaction conditions: temperature 2.5 celsius, time 5 minute. The product is COC(C1=C(C=C(C=C1Cl)Br)Cl)=O (4-bromo-2,6-dichlorobenzoic acid methyl ester). Reaction SMILES: [CH3:1][O:2][C:3](=[O:13])[C:4]1[C:9]([Cl:10])=[CH:8][C:7](N)=[CH:6][C:5]=1[Cl:12].N([O-])=O.[Na+].[BrH:18]>O.[Cu]>[CH3:1][O:2][C:3](=[O:13])[C:4]1[C:9]([Cl:10])=[CH:8][C:7]([Br:18])=[CH:6][C:5]=1[Cl:12] |f:1.2|. Procedure details: 4-Amino-2,6-dichlorobenzoic acid methyl ester (1.00 g) was suspended in 40% aq. HBr and the mixture was cooled lto 0-5° C. After NaNO2 (376 mg) was added in small portions, the mixture was stirred for about 5 min. Copper (100 mg) was added and the mixture was warmed up to 100° C. The mixture was then stirred at 100° C. for 30 min, diluted with water and extracted with AcOEt. The extract was dried (MgSO4), filtered and evaporated. The residue was purified by column chromatography (silica gel; elu... Starting materials: Cl (Hydrogen chloride), N1(CCCC1)CCCOC1=CC=C(C=C1)[C@H]1CN(CCO1)C(=O)OC(C)(C)C (tert-butyl (2S)-2-(4-(3-(pyrrolidin-1-yl)propyloxy)phenyl)morpholine-4-carboxylate). Solvent: C(C)(=O)OCC (ethyl acetate), CO (methanol). Run at time 1 hour. Yields the product Cl.N1(CCCC1)CCCOC1=CC=C(C=C1)[C@H]1CNCCO1 ((2S)-2-(4-(3-(pyrrolidin-1-yl)propyloxy)phenyl)morpholine hydrochloride). The yield is 86.0%. RXN SMILES: [ClH:1].[N:2]1([CH2:7][CH2:8][CH2:9][O:10][C:11]2[CH:16]=[CH:15][C:14]([C@@H:17]3[O:22][CH2:21][CH2:20][N:19](C(OC(C)(C)C)=O)[CH2:18]3)=[CH:13][CH:12]=2)[CH2:6][CH2:5][CH2:4][CH2:3]1>C(OCC)(=O)C.CO>[ClH:1].[N:2]1([CH2:7][CH2:8][CH2:9][O:10][C:11]2[CH:12]=[CH:13][C:14]([C@@H:17]3[O:22][CH2:21][CH2:20][NH:19][CH2:18]3)=[CH:15][CH:16]=2)[CH2:6][CH2:5][CH2:4][CH2:3]1 |f:4.5|. Procedure details: Hydrogen chloride in ethyl acetate solution (4N) was added to a solution of tert-butyl (2S)-2-(4-(3-(pyrrolidin-1-yl)propyloxy)phenyl)morpholine-4-carboxylate (1.13 g, 2.89 mmol) in methanol. The mixture was stirred for one hour at room temperature and the solvent was evaporated under reduced pressure to give a white solid, which was recrystallized from ethanol to afford (2S)-2-(4-(3-(pyrrolidin-1-yl)propyloxy)phenyl)morpholine hydrochloride (0.9 g, 86%) as white crystals. Reactants: C[Si](C)(C)[N-][Si](C)(C)C, CN1C(=O)C(Br)=C(Br)C1=O, Cl, [Li+], C1CCOC1, c1ccc2[nH]ccc2c1. Yields the product CN1C(=O)C(Br)=C(c2c[nH]c3ccccc23)C1=O. As a reaction SMILES: [CH3:11][Si:12]([N-:13][Si:14]([CH3:15])([CH3:16])[CH3:17])([CH3:18])[CH3:19].[CH3:20][N:21]1[C:22](=[O:29])[C:23]([Br:28])=[C:24]([Br:27])[C:25]1=[O:26].[ClH:30].[Li+:10].[O:31]1[CH2:32][CH2:33][CH2:34][CH2:35]1.[nH:1]1[cH:2][cH:3][c:4]2[cH:5][cH:6][cH:7][cH:8][c:9]12>>[nH:1]1[cH:2][c:3]([C:24]2=[C:23]([Br:28])[C:22](=[O:29])[N:21]([CH3:20])[C:25]2=[O:26])[c:4]2[cH:5][cH:6][cH:7][cH:8][c:9]12. Reactants: NC1=NC(=NN1C1=C(C=C(C=C1Cl)C(F)(F)F)Cl)C(C)C(F)(F)F (5-amino-1-(2,6-dichloro-4-trifluoromethylphenyl)-3-(1-trifluoromethylethyl)-1H-1,2,4-triazole), COC1OC(CC1)OC (2,5-dimethoxytetrahydrofuran), O (water), C(O)([O-])=O.[Na+] (sodium hydrogencarbonate). Solvent: C(C)(=O)O (acetic acid). Reaction conditions: time 1 hour. Yields the product ClC1=C(C(=CC(=C1)C(F)(F)F)Cl)N1N=C(N=C1N1C=CC=C1)C(C)C(F)(F)F (1-(2,6-dichloro-4-trifluoromethylphenyl)-5-(1-pyrrolyl)-3-(1-trifluoromethylethyl)-1H-1,2,4-triazole). The yield is 67.7%. Reaction SMILES: [NH2:1][C:2]1[N:6]([C:7]2[C:12]([Cl:13])=[CH:11][C:10]([C:14]([F:17])([F:16])[F:15])=[CH:9][C:8]=2[Cl:18])[N:5]=[C:4]([CH:19]([C:21]([F:24])([F:23])[F:22])[CH3:20])[N:3]=1.CO[CH:27]1[CH2:31][CH2:30][CH:29](OC)O1.O.C(=O)([O-])O.[Na+]>C(O)(=O)C>[Cl:13][C:12]1[CH:11]=[C:10]([C:14]([F:15])([F:16])[F:17])[CH:9]=[C:8]([Cl:18])[C:7]=1[N:6]1[C:2]([N:1]2[CH:27]=[CH:31][CH:30]=[CH:29]2)=[N:3][C:4]([CH:19]([C:21]([F:24])([F:23])[F:22])[CH3:20])=[N:5]1 |f:3.4|. Procedure: 3.9 g (0.01 mol) of 5-amino-1-(2,6-dichloro-4-trifluoromethylphenyl)-3-(1-trifluoromethylethyl)-1H-1,2,4-triazole and 1.3 g (0.01 mol) of 2,5-dimethoxytetrahydrofuran were dissolved in 15 ml of acetic acid, and the solution was refluxed under stirring for one hour. After cooling, the reaction solution was poured into water and neutralized with sodium hydrogencarbonate. Then, precipitates were extracted with ethyl acetate. The organic layer was washed with water and dried over anhydrous magnesium... The reactants are O (water), C(C)(C)C1=C(C=CC=C1)S(=O)(=O)Cl (2-isopropylbenzenesulfonyl chloride), [F-].[K+] (KF), O (water). Run in O1CCOCC1 (dioxane). Run at time 45 hour. The product is C(C)(C)C1=C(C=CC=C1)S(=O)(=O)F (2-Isopropylbenzenesulfonyl fluoride). Yield: 96.1%. RXN SMILES: [CH:1]([C:4]1[CH:9]=[CH:8][CH:7]=[CH:6][C:5]=1[S:10](Cl)(=[O:12])=[O:11])([CH3:3])[CH3:2].[F-:14].[K+].O>O1CCOCC1>[CH:1]([C:4]1[CH:9]=[CH:8][CH:7]=[CH:6][C:5]=1[S:10]([F:14])(=[O:12])=[O:11])([CH3:3])[CH3:2] |f:1.2|. Procedure details: 27 g of 2-isopropylbenzenesulfonyl chloride and 22 g of KF are stirred in 75 ml of dioxane and 20 ml of water at 45° C. for 27 h and at RT for 45 h. 800 ml of water are then added, and the mixture is extracted with 3×300 ml of EA. The combined organic phases are dried over Na2SO4 and the solvent is removed in vacuo. 24 g of a colorless oil are obtained.